Dataset: the Open Reaction Database (ORD), a public repository of structured organic reaction records. Task: describe an organic reaction: reactants, conditions, products, and yield The reactants are O=C1C=CC=C(N1)C(=O)OC (methyl 6-oxo-1,6-dihydropyridine-2-carboxylate), C([O-])([O-])=O.[K+].[K+] (potassium carbonate), CI (methyl iodide). The solvent is CS(=O)C (DMSO). Yields the product CN1C(=CC=CC1=O)C(=O)OC (Methyl 1-methyl-6-oxo-1,6-dihydropyridine-2-carboxylate). Isolated yield 28.5%. As a reaction SMILES: [O:1]=[C:2]1[NH:7][C:6]([C:8]([O:10][CH3:11])=[O:9])=[CH:5][CH:4]=[CH:3]1.[C:12](=O)([O-])[O-].[K+].[K+].CI>CS(C)=O>[CH3:12][N:7]1[C:2](=[O:1])[CH:3]=[CH:4][CH:5]=[C:6]1[C:8]([O:10][CH3:11])=[O:9] |f:1.2.3|. Procedure: In Example 22, 0.4006 g (2.611 mmol) of methyl 6-oxo-1,6-dihydropyridine-2-carboxylate and 0.4006 g (2.899 mmol) of potassium carbonate were combined in a 25 mL RBF. 1 mL of DMSO followed by 4 mL (64.25 mmol) of methyl iodide was added and the reaction refluxed for 4 hours. The solvent was removed under reduced pressure and the resulting oil was extracted with hot hexanes (8×25 mL), the extracts were combined and solvent removed to yield a yellow oil. Recrystallization from hexanes yielded the p... Starting materials: Cc1cccc(-c2nc(COCC3CCCC(NCc4ccccc4)C3)c(C)o2)c1, O=C1OC(=O)C2CCC12. Yields the product Cc1cccc(-c2nc(COCC3CCCC(N(Cc4ccccc4)C(=O)C4CCC4C(=O)O)C3)c(C)o2)c1. RXN SMILES: [CH2:1]([c:2]1[cH:3][cH:4][cH:5][cH:6][cH:7]1)[NH:8][CH:9]1[CH2:10][CH:11]([CH2:15][O:16][CH2:17][c:18]2[n:19][c:20](-[c:24]3[cH:25][c:26]([CH3:30])[cH:27][cH:28][cH:29]3)[o:21][c:22]2[CH3:23])[CH2:12][CH2:13][CH2:14]1.[CH:31]12[CH:32]([CH2:33][CH2:34]1)[C:35](=[O:36])[O:37][C:38]2=[O:39]>>[CH2:1]([c:2]1[cH:3][cH:4][cH:5][cH:6][cH:7]1)[N:8]([CH:9]1[CH2:10][CH:11]([CH2:15][O:16][CH2:17][c:18]2[n:19][c:20](-[c:24]3[cH:25][c:26]([CH3:30])[cH:27][cH:28][cH:29]3)[o:21][c:22]2[CH3:23])[CH2:12][CH2:13][CH2:14]1)[C:38]([CH:31]1[CH:32]([C:35](=[O:36])[OH:37])[CH2:33][CH2:34]1)=[O:39]. Starting materials: C(C(=C)C)(=O)Cl (methacryloyl chloride), NCCCCCCCCCCCC(=O)O (12-aminododecanoic acid), [OH-].[Na+] (sodium hydroxide), COC1=CC=C(C=C1)O (p-methoxyphenol). The solvent is O1CCOCC1 (Dioxane), O (H2O). Product: C(C(=C)C)(=O)NCCCCCCCCCCCC(=O)O (N-Methacryloyl-12-aminododecanoic Acid). Reaction SMILES: [C:1](Cl)(=[O:5])[C:2]([CH3:4])=[CH2:3].[NH2:7][CH2:8][CH2:9][CH2:10][CH2:11][CH2:12][CH2:13][CH2:14][CH2:15][CH2:16][CH2:17][CH2:18][C:19]([OH:21])=[O:20].[OH-].[Na+].COC1C=CC(O)=CC=1>O1CCOCC1.O>[C:1]([NH:7][CH2:8][CH2:9][CH2:10][CH2:11][CH2:12][CH2:13][CH2:14][CH2:15][CH2:16][CH2:17][CH2:18][C:19]([OH:21])=[O:20])(=[O:5])[C:2]([CH3:4])=[CH2:3] |f:2.3|. Procedure: The same procedure as described above is utilized with 5.4 g (0.052 mol) of methacryloyl chloride, 10 g (0.047 mol) of 12-aminododecanoic acid, 4.4 g (0.01 mol) of sodium hydroxide, and p-methoxyphenol in a mixed solvent (H2O:Dioxane=50:50) at 0°-5° C. Yield after recrystallized from ethyl acetate is 10 g (75%). Melting point 70.8°-72.4° C. NMR (DMSO-d6), 7.8 gamma (br s, 1H, NH), 5.5 gamma (br s, 1H, =CH2), 5.2 gamma (br s, 1H, =CH2), 3.0 gamma (t, 2H, NCH2), 2.1 gamma (t, 2H, CH2COOH), 1.7 gam... Starting materials: IC (iodomethane), C(=O)(O)[O-].[Na+] (NaHCO3), FC1=C2CCC(C2=CC(=C1)F)=O (4,6-difluoro-indan-1-one), solution, C(C)(C)[N-]C(C)C.[Li+] (lithiumdiisopropylamide). Solvent: O1CCCC1 (tetrahydrofuran), O1CCCC1 (tetrahydrofuran). Reaction conditions: temperature -78 celsius, time 1 hour. Product: FC1=C2CC(C(C2=CC(=C1)F)=O)C (4,6-Difluoro-2-methyl-indan-1-one). Isolated yield 21.2%. As a reaction SMILES: [F:1][C:2]1[CH:10]=[C:9]([F:11])[CH:8]=[C:7]2[C:3]=1[CH2:4][CH2:5][C:6]2=[O:12].[CH:13]([N-]C(C)C)(C)C.[Li+].IC.C([O-])(O)=O.[Na+]>O1CCCC1>[F:1][C:2]1[CH:10]=[C:9]([F:11])[CH:8]=[C:7]2[C:3]=1[CH2:4][CH:5]([CH3:13])[C:6]2=[O:12] |f:1.2,4.5|. Procedure details: According to Scheme 3, step 1: to a solution of 4,6-difluoro-indan-1-one (5.0 g, 29.8 mmol) in dry tetrahydrofuran (100 ml) at −78° C. a 2M solution of lithiumdiisopropylamide (16.4 ml, 32.7 mmol) in tetrahydrofuran was added dropwise and the mixture was stirred for 1 h at −78° C. Then iodomethane (4.64 g, 32.7 mmol) was added and the mixture was slowly warmed to 25° C. After addition of aqueous saturated NaHCO3 the mixture was extracted 3 times with ethyl acetate. The combined organic layers we... Reactants: Cl[O-].[Na+] (sodium hypochlorite), CC1(C(CCC1)=NNC(=O)OC(C)(C)C)C (tert-butyl 2-(2,2-dimethylcyclopentylidene)hydrazinecarboxylate), C(C)(=O)O (acetic acid), C(#N)[BH3-].[Na+] (sodium cyanoborohydride). The solvent is C1CCOC1 (THF). Reaction conditions: temperature 85 celsius, time 10 hour. Yields the product CC1(C(CCC1)NNC(=O)OC(C)(C)C)C (tert-butyl 2-(2,2-dimethylcyclopentyl)hydrazinecarboxylate). Yield: 51.7%. As a reaction SMILES: [CH3:1][C:2]1([CH3:16])[CH2:6][CH2:5][CH2:4][C:3]1=[N:7][NH:8][C:9]([O:11][C:12]([CH3:15])([CH3:14])[CH3:13])=[O:10].C(O)(=O)C.C([BH3-])#N.[Na+].Cl[O-].[Na+]>C1COCC1>[CH3:1][C:2]1([CH3:16])[CH2:6][CH2:5][CH2:4][CH:3]1[NH:7][NH:8][C:9]([O:11][C:12]([CH3:15])([CH3:14])[CH3:13])=[O:10] |f:2.3,4.5|. Reported procedure: To a solution of tert-butyl 2-(2,2-dimethylcyclopentylidene)hydrazinecarboxylate (4.6 g) and acetic acid (9.4 g) in THF (80 mL) was added sodium cyanoborohydride (5.1 g) at room temperature. The reaction mixture was stirred at 85° C. for 10 hr, aqueous sodium hypochlorite solution was added thereto, and the mixture was extracted with ethyl acetate. The organic layer was washed with saturated brine, dried over anhydrous sodium sulfate, and concentrated under reduced pressure. The residue was puri... Starting materials: CCOC(=O)c1cc(C=Cc2ccc([N+](=O)[O-])cc2)cn1C, C1CCOC1, CCO, [Na+], [OH-], O. Yields the product Cn1cc(C=Cc2ccc([N+](=O)[O-])cc2)cc1C(=O)O. Reaction SMILES: [CH2:1]([CH3:2])[O:3][C:4](=[O:5])[c:6]1[n:7]([CH3:22])[cH:8][c:9]([CH:11]=[CH:12][c:13]2[cH:14][cH:15][c:16]([N+:19](=[O:20])[O-:21])[cH:17][cH:18]2)[cH:10]1.[CH2:23]1[O:24][CH2:25][CH2:26][CH2:27]1.[CH3:31][CH2:32][OH:33].[Na+:30].[OH-:29].[OH2:28]>>[O:3]=[C:4]([OH:5])[c:6]1[n:7]([CH3:22])[cH:8][c:9]([CH:11]=[CH:12][c:13]2[cH:14][cH:15][c:16]([N+:19](=[O:20])[O-:21])[cH:17][cH:18]2)[cH:10]1.